This data is from the Open Reaction Database (ORD), a public repository of structured organic reaction records. The task is: describe an organic reaction: reactants, conditions, products, and yield RXN SMILES: [C:51]([O:52][C:53](=[O:54])[NH:55][CH:56]1[CH2:57][CH2:58][N:59]([c:60]2[n:61][c:62]3[c:63]([n:64][cH:65][n:66]3[CH:67]3[CH2:68][CH:69]([NH:70][C:71](=[O:72])[CH:73]([O:74][CH2:75][c:76]4[cH:77][cH:78][cH:79][cH:80][cH:81]4)[CH3:82])[CH:83]([OH:84])[CH:85]3[OH:86])[c:87]([NH:88][CH2:89][CH:90]([c:91]3[cH:92][cH:93][cH:94][cH:95][cH:96]3)[c:97]3[cH:98][cH:99][cH:100][cH:101][cH:102]3)[n:103]2)[CH2:104]1)([CH3:105])([CH3:106])[CH3:107].[NH2:1][CH:2]1[CH2:3][N:4]([c:7]2[n:8][c:9]([NH:36][CH2:37][CH:38]([c:39]3[cH:40][cH:41][cH:42][cH:43][cH:44]3)[c:45]3[cH:46][cH:47][cH:48][cH:49][cH:50]3)[c:10]3[n:11][cH:12][n:13]([CH:16]4[CH:17]([OH:35])[CH:18]([OH:34])[CH:19]([NH:21][C:22]([CH:23]([CH3:24])[O:25][CH2:26][c:27]5[cH:28][cH:29][cH:30][cH:31][cH:32]5)=[O:33])[CH2:20]4)[c:14]3[n:15]2)[CH2:5][CH2:6]1>>[NH2:1][CH:2]1[CH2:3][N:4]([c:7]2[n:8][c:9]([NH:36][CH2:37][CH:38]([c:39]3[cH:40][cH:41][cH:42][cH:43][cH:44]3)[c:45]3[cH:46][cH:47][cH:48][cH:49][cH:50]3)[c:10]3[n:11][cH:12][n:13]([CH:16]4[CH:17]([OH:35])[CH:18]([OH:34])[CH:19]([NH:21][C:22]([CH:23]([CH3:24])[OH:25])=[O:33])[CH2:20]4)[c:14]3[n:15]2)[CH2:5][CH2:6]1. The product is CC(O)C(=O)NC1CC(n2cnc3c(NCC(c4ccccc4)c4ccccc4)nc(N4CCC(N)C4)nc32)C(O)C1O. Starting materials: CC(OCc1ccccc1)C(=O)NC1CC(n2cnc3c(NCC(c4ccccc4)c4ccccc4)nc(N4CCC(NC(=O)OC(C)(C)C)C4)nc32)C(O)C1O, CC(OCc1ccccc1)C(=O)NC1CC(n2cnc3c(NCC(c4ccccc4)c4ccccc4)nc(N4CCC(N)C4)nc32)C(O)C1O. The reactants are C(=O)C1=CC=C(C=C1)OB(O)O (4-formylphenylboric acid), C([O-])([O-])=O.[Na+].[Na+] (sodium carbonate), C(C)O (ethanol), BrC=1C=NC=CC1 (3-bromopyridine). The reagents and catalysts are C=1C=CC(=CC1)[P](C=2C=CC=CC2)(C=3C=CC=CC3)[Pd]([P](C=4C=CC=CC4)(C=5C=CC=CC5)C=6C=CC=CC6)([P](C=7C=CC=CC7)(C=8C=CC=CC8)C=9C=CC=CC9)[P](C=1C=CC=CC1)(C=1C=CC=CC1)C=1C=CC=CC1 (Tetrakis(triphenylphosphine)palladium). The solvent is C1(=CC=CC=C1)C (toluene), O (Water). Product: N1=CC(=CC=C1)C1=CC=C(C=O)C=C1 (4-(3-pyridyl)benzaldehyde). Isolated yield 25.3%. Reaction SMILES: [CH:1]([C:3]1[CH:8]=[CH:7][C:6](OB(O)O)=[CH:5][CH:4]=1)=[O:2].C(=O)([O-])[O-].[Na+].[Na+].C(O)C.Br[C:23]1[CH:24]=[N:25][CH:26]=[CH:27][CH:28]=1>C1(C)C=CC=CC=1.C1C=CC([P]([Pd]([P](C2C=CC=CC=2)(C2C=CC=CC=2)C2C=CC=CC=2)([P](C2C=CC=CC=2)(C2C=CC=CC=2)C2C=CC=CC=2)[P](C2C=CC=CC=2)(C2C=CC=CC=2)C2C=CC=CC=2)(C2C=CC=CC=2)C2C=CC=CC=2)=CC=1.O>[N:25]1[CH:26]=[CH:27][CH:28]=[C:23]([C:6]2[CH:7]=[CH:8][C:3]([CH:1]=[O:2])=[CH:4][CH:5]=2)[CH:24]=1 |f:1.2.3,^1:39,41,60,79|. Procedure details: Tetrakis(triphenylphosphine)palladium (0.65 g, 0.56 mmol), 4-formylphenylboric acid (2.81 g, 18.7 mmol), 2M aqueous sodium carbonate (18.7 ml, 37.4 mmol) and ethanol were added to the nitrogen-saturated solution of 3-bromopyridine (2.66 g, 16.8 mmol) in toluene and refluxed under nitrogen for 8 hrs. Water was added to the solution and extracted with ethyl acetate, washed with water and brine and dried. Solvents were removed under reduced pressure and the residue was purified by silica gel column... Reactants: Brc1cccc2ccsc12, CCOC(=O)OCC, C1CCOC1, [Cl-], [Mg], [NH4+]. The product is CCOC(=O)c1cccc2ccsc12. Reaction SMILES: [Br:1][c:2]1[cH:3][cH:4][cH:5][c:6]2[c:7]1[s:8][cH:9][cH:10]2.[C:12]([O:13][CH2:14][CH3:15])([O:16][CH2:18][CH3:19])=[O:17].[CH2:22]1[O:23][CH2:24][CH2:25][CH2:26]1.[Cl-:20].[Mg:11].[NH4+:21]>>[c:2]1([C:12]([O:13][CH2:14][CH3:15])=[O:16])[cH:3][cH:4][cH:5][c:6]2[c:7]1[s:8][cH:9][cH:10]2. Reactants: COC(=O)C=1SC(=CC1N(C1CCC(CC1)=O)C(=O)C1CCC(CC1)C)C#CC(C)(C)C (5-(3,3-Dimethyl-but-1-ynyl)-3-[(4-methyl-cyclohexanecarbonyl)-(4-oxo-cyclohexyl)-amino]-thiophene-2-carboxylic acid methyl ester), CN(N)C1=NC=CN=C1 (N-Methyl-N-pyrazin-2-yl-hydrazine), [BH-](OC(=O)C)(OC(=O)C)OC(=O)C.[Na+] (NaBH(OAc)3), C(=O)(O)[O-].[Na+] (NaHCO3), [OH-].[Li+] (lithium hydroxide), CC(=O)O (AcOH). The solvent is ClCCCl (DCE), [Cl-].[Na+].O (brine), O (water), CO (MeOH). Reaction conditions: time 5 hour. Yields the product CC(C#CC1=CC(=C(S1)C(=O)O)N(C1CCC(CC1)NN(C1=NC=CN=C1)C)C(=O)C1CCC(CC1)C)(C)C (5-(3,3-Dimethyl-but-1-ynyl)-3-{(4-methyl-cyclohexanecarbonyl)-[4-(N′-methyl-N′-pyrazin-2-yl-hydrazino)-cyclohexyl]-amino}-thiophene-2-carboxylic acid). Yield: 9.1%. As a reaction SMILES: C[O:2][C:3]([C:5]1[S:6][C:7]([C:27]#[C:28][C:29]([CH3:32])([CH3:31])[CH3:30])=[CH:8][C:9]=1[N:10]([C:18]([CH:20]1[CH2:25][CH2:24][CH:23]([CH3:26])[CH2:22][CH2:21]1)=[O:19])[CH:11]1[CH2:16][CH2:15][C:14](=O)[CH2:13][CH2:12]1)=[O:4].[CH3:33][N:34]([C:36]1[CH:41]=[N:40][CH:39]=[CH:38][N:37]=1)[NH2:35].CC(O)=O.[BH-](OC(C)=O)(OC(C)=O)OC(C)=O.[Na+].C([O-])(O)=O.[Na+].[OH-].[Li+]>ClCCCl.[Cl-].[Na+].O.O.CO>[CH3:30][C:29]([CH3:31])([CH3:32])[C:28]#[C:27][C:7]1[S:6][C:5]([C:3]([OH:2])=[O:4])=[C:9]([N:10]([C:18]([CH:20]2[CH2:25][CH2:24][CH:23]([CH3:26])[CH2:22][CH2:21]2)=[O:19])[CH:11]2[CH2:16][CH2:15][CH:14]([NH:35][N:34]([CH3:33])[C:36]3[CH:41]=[N:40][CH:39]=[CH:38][N:37]=3)[CH2:13][CH2:12]2)[CH:8]=1 |f:3.4,5.6,7.8,10.11.12|. Reported procedure: A mixture of 5-(3,3-Dimethyl-but-1-ynyl)-3-[(4-methyl-cyclohexanecarbonyl)-(4-oxo-cyclohexyl)-amino]-thiophene-2-carboxylic acid methyl ester (100 mg, 0.22 mmol) and N-Methyl-N-pyrazin-2-yl-hydrazine (41 mg, 0.33 mmol) in DCE (2 mL) was treated with AcOH (100 μL, 1.5 mmol) followed by NaBH(OAc)3 (120 mg, 0.5 mmol) in two portions. After 5 h, NaHCO3 (saturated aqueous solution, 2 mL) was added to the mixture, followed by brine (20 mL), and the crude product was extracted with ethyl acetate (2×20 ... Reactants: COC(=O)Cc1cc(Cl)cnc1OCC(=O)N1CC(C)N(Cc2ccc(F)cc2)CC1C, [Li+], C1CCOC1, [OH-], O, O. Yields the product CC1CN(C(=O)COc2ncc(Cl)cc2CC(=O)O)C(C)CN1Cc1ccc(F)cc1. RXN SMILES: [CH3:1][O:2][C:3]([CH2:4][c:5]1[c:6]([O:12][CH2:13][C:14](=[O:15])[N:16]2[CH:17]([CH3:31])[CH2:18][N:19]([CH2:23][c:24]3[cH:25][cH:26][c:27]([F:30])[cH:28][cH:29]3)[CH:20]([CH3:22])[CH2:21]2)[n:7][cH:8][c:9]([Cl:11])[cH:10]1)=[O:32].[Li+:35].[O:36]1[CH2:37][CH2:38][CH2:39][CH2:40]1.[OH-:34].[OH2:33].[OH2:41]>>[O:2]=[C:3]([CH2:4][c:5]1[c:6]([O:12][CH2:13][C:14](=[O:15])[N:16]2[CH:17]([CH3:31])[CH2:18][N:19]([CH2:23][c:24]3[cH:25][cH:26][c:27]([F:30])[cH:28][cH:29]3)[CH:20]([CH3:22])[CH2:21]2)[n:7][cH:8][c:9]([Cl:11])[cH:10]1)[OH:32]. The reactants are OCCN(C(CC)CC)CC=1C=C(C(=O)NC=2SC3=C(C2C(=O)NC2=CC=C(C=C2)CCC2=CC=C(C(=O)OC)C=C2)CCCC3)C=CC1 (methyl 4-(2-{4-[({2-[(3-{[(2-hydroxyethyl)(pentan-3-yl)amino]methyl}benzoyl)amino]-4,5,6,7-tetrahydro-1-benzothiophen-3-yl}carbonyl)amino]phenyl}ethyl)benzoate), S(=O)(Cl)Cl (thionyl chloride), N1CCC(C(=O)OCC)CC1 (ethyl isonipecotate). The product is COC(=O)C1=CC=C(C=C1)CCC1=CC=C(C=C1)NC(=O)C1=C(SC2=C1CCCC2)NC(=O)C=2C=C(CN(CCN1CCC(CC1)C(=O)OCC)C(CC)CC)C=CC2 (ethyl 1-(2-{[3-({3-[(4-{2-[4-(methoxycarbonyl)phenyl]ethyl}phenyl)carbamoyl]-4,5,6,7-tetrahydro-1-benzothiophen-2-yl}carbamoyl)benzyl](pentan-3-yl)amino}ethyl)piperidine-4-carboxylate). Isolated yield 86.8%. RXN SMILES: O[CH2:2][CH2:3][N:4]([CH2:10][C:11]1[CH:12]=[C:13]([CH:47]=[CH:48][CH:49]=1)[C:14]([NH:16][C:17]1[S:18][C:19]2[CH2:46][CH2:45][CH2:44][CH2:43][C:20]=2[C:21]=1[C:22]([NH:24][C:25]1[CH:30]=[CH:29][C:28]([CH2:31][CH2:32][C:33]2[CH:42]=[CH:41][C:36]([C:37]([O:39][CH3:40])=[O:38])=[CH:35][CH:34]=2)=[CH:27][CH:26]=1)=[O:23])=[O:15])[CH:5]([CH2:8][CH3:9])[CH2:6][CH3:7].S(Cl)(Cl)=O.[NH:54]1[CH2:64][CH2:63][CH:57]([C:58]([O:60][CH2:61][CH3:62])=[O:59])[CH2:56][CH2:55]1>>[CH3:40][O:39][C:37]([C:36]1[CH:41]=[CH:42][C:33]([CH2:32][CH2:31][C:28]2[CH:27]=[CH:26][C:25]([NH:24][C:22]([C:21]3[C:20]4[CH2:43][CH2:44][CH2:45][CH2:46][C:19]=4[S:18][C:17]=3[NH:16][C:14]([C:13]3[CH:12]=[C:11]([CH:49]=[CH:48][CH:47]=3)[CH2:10][N:4]([CH:5]([CH2:6][CH3:7])[CH2:8][CH3:9])[CH2:3][CH2:2][N:54]3[CH2:55][CH2:56][CH:57]([C:58]([O:60][CH2:61][CH3:62])=[O:59])[CH2:63][CH2:64]3)=[O:15])=[O:23])=[CH:30][CH:29]=2)=[CH:34][CH:35]=1)=[O:38]. Reported procedure: By a method similar to Preparation Example 37, 197 mg of methyl 4-(2-{4-[({2-[(3-{[(2-hydroxyethyl)(pentan-3-yl)amino]methyl}benzoyl)amino]-4,5,6,7-tetrahydro-1-benzothiophen-3-yl}carbonyl)amino]phenyl}ethyl)benzoate was reacted with 0.10 mL of thionyl chloride, and then the resultant was reacted with 325 mg of ethyl isonipecotate, thereby obtaining 206 mg of ethyl 1-(2-{[3-({3-[(4-{2-[4-(methoxycarbonyl)phenyl]ethyl}phenyl)carbamoyl]-4,5,6,7-tetrahydro-1-benzothiophen-2-yl}carbamoyl)benzyl](pen... Reactants: CCOC(C)=O, Cc1cc([N+](=O)[O-])cc(S(=O)(=O)Cl)c1F, [NH4+], [OH-]. Yields the product Cc1cc([N+](=O)[O-])cc(S(N)(=O)=O)c1F. As a reaction SMILES: [CH3:18][CH2:19][O:20][C:21](=[O:22])[CH3:23].[Cl:1][S:2](=[O:3])(=[O:4])[c:5]1[cH:6][c:7]([N+:13](=[O:14])[O-:15])[cH:8][c:9]([CH3:12])[c:10]1[F:11].[NH4+:16].[OH-:17]>>[S:2](=[O:3])(=[O:4])([c:5]1[cH:6][c:7]([N+:13](=[O:14])[O-:15])[cH:8][c:9]([CH3:12])[c:10]1[F:11])[NH2:16].